Dataset: the Open Reaction Database (ORD), a public repository of structured organic reaction records. Task: describe an organic reaction: reactants, conditions, products, and yield The reactants are [BH4-], CC(C)(C)NC(=O)C1CC(=O)CCC1CC1OC(C)(C)N(C(=O)OC(C)(C)C)C1Cc1ccccc1, CO, [Ce+3], [Cl-], [Cl-], [Cl-], [Na+]. Yields the product CC(C)(C)NC(=O)C1CC(O)CCC1CC1OC(C)(C)N(C(=O)OC(C)(C)C)C1Cc1ccccc1. As a reaction SMILES: [BH4-:41].[C:1]([CH3:2])([CH3:3])([CH3:4])[O:5][C:6](=[O:7])[N:8]1[C:9]([CH3:35])([CH3:36])[O:10][CH:11]([CH2:20][CH:21]2[CH:22]([C:28]([NH:29][C:30]([CH3:31])([CH3:32])[CH3:33])=[O:34])[CH2:23][C:24](=[O:27])[CH2:25][CH2:26]2)[CH:12]1[CH2:13][c:14]1[cH:15][cH:16][cH:17][cH:18][cH:19]1.[CH3:43][OH:44].[Ce+3:38].[Cl-:37].[Cl-:39].[Cl-:40].[Na+:42]>>[C:1]([CH3:2])([CH3:3])([CH3:4])[O:5][C:6](=[O:7])[N:8]1[C:9]([CH3:35])([CH3:36])[O:10][CH:11]([CH2:20][CH:21]2[CH:22]([C:28]([NH:29][C:30]([CH3:31])([CH3:32])[CH3:33])=[O:34])[CH2:23][CH:24]([OH:27])[CH2:25][CH2:26]2)[CH:12]1[CH2:13][c:14]1[cH:15][cH:16][cH:17][cH:18][cH:19]1. Reactants: [OH-].[Na+] (NaOH), Cl (HCl), C1(=C(C(=C(C(=C1F)F)F)N)F)N.Cl.Cl (dihydrochloride), O[C@@H](CNC1=CC=C(C=C1)CCNC[C@@H](C1=CC(=C(C=C1)O)NC=O)O)C1=CC=CC=C1 (N-{2-[4-((R)-2-hydroxy-2-phenylethylamino)phenyl]ethyl}-(R)-2-hydroxy-2-(3-formamido-4-hydroxyphenyl)ethylamine). Run in O (water). Conditions: time 48 hour. The product is Cl.O[C@@H](CNC1=CC=C(C=C1)CCNC[C@@H](C1=CC(=C(C=C1)O)NC=O)O)C1=CC=CC=C1 (N-{2-[4-((R)-2-hydroxy-2-phenylethylamino)phenyl]ethyl}-(R)-2-hydroxy-2-(3-formamido-4-hydroxyphenyl)ethylamine Monohydrochloride), O[C@@H](CNC1=CC=C(C=C1)CCNC[C@@H](C1=CC(=C(C=C1)O)NC=O)O)C1=CC=CC=C1 (N-{2-[4-((R)-2-hydroxy-2-phenylethylamino)phenyl]ethyl}-(R)-2-hydroxy-2-(3-formamido-4-hydroxyphenyl)ethylamine). RXN SMILES: C1(N)C(F)=C(F)C(F)=C(N)C=1F.[ClH:13].Cl.[OH:15][C@H:16]([C:41]1[CH:46]=[CH:45][CH:44]=[CH:43][CH:42]=1)[CH2:17][NH:18][C:19]1[CH:24]=[CH:23][C:22]([CH2:25][CH2:26][NH:27][CH2:28][C@H:29]([OH:40])[C:30]2[CH:35]=[CH:34][C:33]([OH:36])=[C:32]([NH:37][CH:38]=[O:39])[CH:31]=2)=[CH:21][CH:20]=1.[OH-].[Na+].Cl>O>[ClH:13].[OH:15][C@H:16]([C:41]1[CH:42]=[CH:43][CH:44]=[CH:45][CH:46]=1)[CH2:17][NH:18][C:19]1[CH:24]=[CH:23][C:22]([CH2:25][CH2:26][NH:27][CH2:28][C@H:29]([OH:40])[C:30]2[CH:35]=[CH:34][C:33]([OH:36])=[C:32]([NH:37][CH:38]=[O:39])[CH:31]=2)=[CH:21][CH:20]=1.[OH:15][C@H:16]([C:41]1[CH:42]=[CH:43][CH:44]=[CH:45][CH:46]=1)[CH2:17][NH:18][C:19]1[CH:24]=[CH:23][C:22]([CH2:25][CH2:26][NH:27][CH2:28][C@H:29]([OH:40])[C:30]2[CH:35]=[CH:34][C:33]([OH:36])=[C:32]([NH:37][CH:38]=[O:39])[CH:31]=2)=[CH:21][CH:20]=1 |f:0.1.2,4.5,8.9|. Reported procedure: In a scintillation vial, water (10 mL) was added to the dihydrochloride salt of compound 1 (402 mg, 0.79 mmol) to form a slurry. The pH was adjusted with 1.0 N NaOH and 1.0 N HCl to 5.09 and the slurry was stirred for 48 h. The pH of the slurry was measured at 5.57. The slurry was vacuum filtered using a Büchner funnel and the filter paper was removed and allowed to air dry for 3 days to yield the monohydrochloride salt of compound 1. The reactants are C(C)C1C(CC(N1)=O)C (5-Ethyl-4-methyl-2-pyrrolidone), F[B-](F)(F)F.C[O+](C)C (trimethyloxonium tetrafluoroborate). Solvent: C(Cl)Cl (CH2Cl2). Conditions: time 8 hour. The product is N(C)C1C(CC(=C1)OC)C (1-aza-5-ethyl-2-methoxy-4-methyl-1-cyclopentene). Yield: 79.3%. RXN SMILES: [CH2:1]([CH:3]1[NH:7][C:6](=O)[CH2:5][CH:4]1[CH3:9])C.F[B-](F)(F)F.[CH3:15][O+:16]([CH3:18])C>C(Cl)Cl>[NH:7]([CH:3]1[CH:1]=[C:15]([O:16][CH3:18])[CH2:5][CH:4]1[CH3:9])[CH3:6] |f:1.2|. Procedure details: To a solution of 0.254 g (2 mmol) of 5-ethyl-4-methyl-2-pyrrolidone (from step B) in 3 mL of CH2Cl2 was added 0.355 g (2.4 mmol) of trimethyloxonium tetrafluoroborate under a N2 atmosphere. After stirring overnight the reaction mixture was quenched with saturated K2CO3 solution and diluted with Et2O. The solution was filtered and the filtrate was concentrated. The residue was purified by flash chromatography using Et2O-hexane to isolate 0.224 g (79%) of the title compound. Run at temperature 90 celsius. The reactants are (9,9-dimethyl-9H-xanthene-3,6-diyl)bis(diphenylphosphine)[Xantphos], C(C)(=O)N (acetamide), C(C)(C)(C)C1=CC=C(C=C1)N1C(N(C(C1=O)(C)C)CC1=CC(=NC=C1)Cl)=O (3-(4-tert-butylphenyl)-1-[(2-chloropyridin-4-yl)methyl]-5,5-dimethylimidazolidine-2,4-dione), C([O-])([O-])=O.[Cs+].[Cs+] (caesium carbonate). Solvent: O1CCOCC1 (dioxane). Product: C(C)(C)(C)C1=CC=C(C=C1)N1C(N(C(C1=O)(C)C)CC1=CC(=NC=C1)NC(C)=O)=O (N-(4-{[3-(4-tert-butylphenyl)-5,5-dimethyl-2,4-dioxo-imidazolidin-1-yl]methyl}pyridin-2-yl)acetamide). The reagents and catalysts are C(C)(=O)[O-].C(C)(=O)[O-].[Pd+2] (palladium diacetate). RXN SMILES: [C:1]([C:5]1[CH:10]=[CH:9][C:8]([N:11]2[C:15](=[O:16])[C:14]([CH3:18])([CH3:17])[N:13]([CH2:19][C:20]3[CH:25]=[CH:24][N:23]=[C:22](Cl)[CH:21]=3)[C:12]2=[O:27])=[CH:7][CH:6]=1)([CH3:4])([CH3:3])[CH3:2].C(=O)([O-])[O-].[Cs+].[Cs+].[C:34]([NH2:37])(=[O:36])[CH3:35]>O1CCOCC1.C([O-])(=O)C.C([O-])(=O)C.[Pd+2]>[C:1]([C:5]1[CH:10]=[CH:9][C:8]([N:11]2[C:15](=[O:16])[C:14]([CH3:18])([CH3:17])[N:13]([CH2:19][C:20]3[CH:25]=[CH:24][N:23]=[C:22]([NH:37][C:34](=[O:36])[CH3:35])[CH:21]=3)[C:12]2=[O:27])=[CH:7][CH:6]=1)([CH3:4])([CH3:3])[CH3:2] |f:1.2.3,6.7.8|. Reported procedure: To a solution of 400 mg of 3-(4-tert-butylphenyl)-1-[(2-chloropyridin-4-yl)methyl]-5,5-dimethylimidazolidine-2,4-dione obtained in stage a) below in 12 mL of dioxane are successively added, under argon, 23.3 mg of palladium diacetate, 72 mg of (9,9-dimethyl-9H-xanthene-3,6-diyl)bis(diphenylphosphine)[Xantphos], 1.18 g of caesium carbonate and 153 mg of acetamide. After heating for one hour at a temperature in the region of 90° C. and chromatography on a column of silica, eluting with a mixture o... Reactants: NC1=C(C=NN1C=1C=C(C(=O)NC2CC2)C=CC1C)C(C1=CC=C(C=C1)C)=O (3-[5-amino-4-(4-methyl-benzoyl)-pyrazol-1-yl]-N-cyclopropyl-4-methyl-benzamide), C1(=CC=CC=C1)[Mg]Br (phenylmagnesium bromide), Cl (HCl), [OH-].[Na+] (NaOH). Run in C1CCOC1 (THF). Run at time 1 hour. The product is NC1=C(N=CN1C=1C=C(C(=O)NC2CC2)C=CC1C)C(C1=CC=CC=C1)=O (3-(5-Amino-4-benzoyl-imidazol-1-yl)-N-cyclopropyl-4-methyl-benzamide), solid. The yield is 78.0%. As a reaction SMILES: [NH2:1][C:2]1[N:6]([C:7]2[CH:8]=[C:9]([CH:16]=[CH:17][C:18]=2[CH3:19])[C:10]([NH:12][CH:13]2[CH2:15][CH2:14]2)=[O:11])N=CC=1C(=O)C1C=CC(C)=CC=1.[C:29]1([Mg]Br)[CH:34]=[CH:33][CH:32]=[CH:31][CH:30]=1.Cl.[OH-:38].[Na+]>C1COCC1>[NH2:6][C:7]1[N:6]([C:7]2[CH:8]=[C:9]([CH:16]=[CH:17][C:18]=2[CH3:19])[C:10]([NH:12][CH:13]2[CH2:14][CH2:15]2)=[O:11])[CH:2]=[N:1][C:18]=1[C:17](=[O:38])[C:29]1[CH:34]=[CH:33][CH:32]=[CH:31][CH:30]=1 |f:3.4|. Procedure details: To a solution of 3-(5-amino-4-cyano-imidazol-1-yl)-N-cyclopropyl-4-methyl-benzamide 3 (56.4 mg, 0.2 mmol) in dry THF (10 ml) under nitrogen was added phenylmagnesium bromide (1M, 1 mL) at room temperature. After 1 h, HCl solution (3N, 10 ml) was added and the mixture was stirred overnight. The solution was neutralized with dilute aqueous NaOH. The mixture was extracted with ethyl acetate (100 mL×2), washed with water and dried over Na2SO4. Evaporation of the solvent gave a residue which was puri... Starting materials: CO, ClC(Cl)Cl, O=C(O)c1ccccc1-c1n[nH]c(-c2cccc(C(F)(F)F)c2)n1, O=S(=O)(O)O. Yields the product COC(=O)c1ccccc1-c1n[nH]c(-c2cccc(C(F)(F)F)c2)n1. Reaction SMILES: [CH3:30][OH:31].[Cl:32][CH:33]([Cl:34])[Cl:35].[F:1][C:2]([c:3]1[cH:4][c:5](-[c:9]2[n:10][c:11](-[c:14]3[c:15]([C:16](=[O:17])[OH:18])[cH:19][cH:20][cH:21][cH:22]3)[n:12][nH:13]2)[cH:6][cH:7][cH:8]1)([F:23])[F:24].[S:25](=[O:26])(=[O:27])([OH:28])[OH:29]>>[F:1][C:2]([c:3]1[cH:4][c:5](-[c:9]2[n:10][c:11](-[c:14]3[c:15]([C:16](=[O:17])[O:18][CH3:30])[cH:19][cH:20][cH:21][cH:22]3)[n:12][nH:13]2)[cH:6][cH:7][cH:8]1)([F:23])[F:24]. Starting materials: N[C@H]1CN(CC1)C1=NC(=C2N=CN(C2=N1)[C@H]1[C@@H]([C@@H]([C@H](C1)N1N=C(N=N1)CC)O)O)NCC(C1=CC=C(C=C1)O)C1=CC=C(C=C1)O ((1R,2S,3R,5S)-3-{2-((R)-3-Amino-pyrrolidin-1-yl)-6-[2,2-bis-(4-hydroxy-phenyl)-ethylamino]-purin-9-yl}-5-(5-ethyl-tetrazol-2-yl)-cyclopentane-1,2-diol), Cl.C1(=CC=CC=C1)C(CNC1=C2N=CN(C2=NC(=N1)N1C[C@@H](CC1)NC(=O)NC1=CC=NC=C1)[C@H]1[C@@H]([C@@H]([C@H](C1)N1N=C(N=N1)CC)O)O)C1=CC=CC=C1 (1-((R)-1-{6-(2,2-Diphenyl-ethylamino)-9-[(1R,2S,3R,4S)-4-(5-ethyl-tetrazol-2-yl)-2,3-dihydroxy-cyclopentyl]-9H-purin-2-yl}-pyrrolidin-3-yl)-3-pyridin-4-yl-urea hydrochloride). The product is Cl.OC1=CC=C(C=C1)C(CNC1=C2N=CN(C2=NC(=N1)N1C[C@@H](CC1)NC(=O)NC1=CC=NC=C1)[C@H]1[C@@H]([C@@H]([C@H](C1)N1N=C(N=N1)CC)O)O)C1=CC=C(C=C1)O (1-((R)-1-{6-[2,2-Bis-(4-hydroxy-phenyl)-ethylamino]-9-[(1R,2S,3R,4S)-4-(5-ethyl-tetrazol-2-yl)-2,3-dihydroxy-cyclopentyl]-9H-purin-2-yl}-pyrrolidin-3-yl)-3-pyridin-4-yl-urea hydrochloride). As a reaction SMILES: [NH2:1][C@@H:2]1[CH2:6][CH2:5][N:4]([C:7]2[N:15]=[C:14]3[C:10]([N:11]=[CH:12][N:13]3[C@@H:16]3[CH2:20][C@H:19]([N:21]4[N:25]=[N:24][C:23]([CH2:26][CH3:27])=[N:22]4)[C@@H:18]([OH:28])[C@H:17]3[OH:29])=[C:9]([NH:30][CH2:31][CH:32]([C:40]3[CH:45]=[CH:44][C:43]([OH:46])=[CH:42][CH:41]=3)[C:33]3[CH:38]=[CH:37][C:36]([OH:39])=[CH:35][CH:34]=3)[N:8]=2)[CH2:3]1.[ClH:47].C1(C(C2C=CC=CC=2)CNC2N=C(N3CC[C@@H](N[C:72]([NH:74][C:75]4[CH:80]=[CH:79][N:78]=[CH:77][CH:76]=4)=[O:73])C3)N=C3C=2N=CN3[C@@H]2C[C@H](N3N=NC(CC)=N3)[C@@H](O)[C@H]2O)C=CC=CC=1>>[ClH:47].[OH:46][C:43]1[CH:44]=[CH:45][C:40]([CH:32]([C:33]2[CH:38]=[CH:37][C:36]([OH:39])=[CH:35][CH:34]=2)[CH2:31][NH:30][C:9]2[N:8]=[C:7]([N:4]3[CH2:5][CH2:6][C@@H:2]([NH:1][C:72]([NH:74][C:75]4[CH:80]=[CH:79][N:78]=[CH:77][CH:76]=4)=[O:73])[CH2:3]3)[N:15]=[C:14]3[C:10]=2[N:11]=[CH:12][N:13]3[C@@H:16]2[CH2:20][C@H:19]([N:21]3[N:25]=[N:24][C:23]([CH2:26][CH3:27])=[N:22]3)[C@@H:18]([OH:28])[C@H:17]2[OH:29])=[CH:41][CH:42]=1 |f:1.2,3.4|. Procedure details: This compound is prepared from (1R,2S,3R,5S)-3-{2-((R)-3-amino-pyrrolidin-1-yl)-6-[2,2-bis-(4-hydroxy-phenyl)-ethylamino]-purin-9-yl}-5-(5-ethyl-tetrazol-2-yl)-cyclopentane-1,2-diol (Example 106) using a procedure analogous to that of (1-((R)-1-{6-(2,2-diphenyl-ethylamino)-9-[(1R,2S,3R,4S)-4-(5-ethyl-tetrazol-2-yl)-2,3-dihydroxy-cyclopentyl]-9H-purin-2-yl}-pyrrolidin-3-yl)-3-pyridin-4-yl-urea hydrochloride (Example 108). MS (ES+) m/e 748.42 (MH+).